From a dataset of the Open Reaction Database (ORD), a public repository of structured organic reaction records. describe an organic reaction: reactants, conditions, products, and yield Starting materials: COC1=C(C=CC=C1)CCNC(=S)N1C=NC=C1 (1-(2-[2-methoxyphenyl]ethyl)thiocarbamoyl imidazole), NC1=NC=CC=C1 (2-aminopyridine). Solvent: CN(C=O)C (N,N-dimethylformamide). Product: COC1=C(C=CC=C1)CCNC(=S)NC1=NC=CC=C1 (N-[2-(2-methoxyphenyl)ethyl]-N'-(2-pyridyl)thiourea). Isolated yield 43.5%. RXN SMILES: [CH3:1][O:2][C:3]1[CH:8]=[CH:7][CH:6]=[CH:5][C:4]=1[CH2:9][CH2:10][NH:11][C:12]([N:14]1[CH:18]=[CH:17][N:16]=[CH:15]1)=[S:13].N[C:20]1[CH:25]=CC=CN=1>CN(C)C=O>[CH3:1][O:2][C:3]1[CH:8]=[CH:7][CH:6]=[CH:5][C:4]=1[CH2:9][CH2:10][NH:11][C:12]([NH:14][C:15]1[CH:25]=[CH:20][CH:18]=[CH:17][N:16]=1)=[S:13]. Reported procedure: A solution of 1-(2-[2-methoxyphenyl]ethyl)thiocarbamoyl imidazole (0.52 g, 2 mmol) and 2-aminopyridine (0.19 g, 2 mmol) in N,N-dimethylformamide (5 mL) was stirred at 90° C. for 4 h, the reaction was cooled to room temperature and the solvent removed in vacuo. The residue was crystallized from ethyl acetate to provide 0.25 g (44%) of the titled product: IR (KBr, cm-1) 3219, 3048, 1607, 1557, 1236, 1036, 756; RXN SMILES: [C:39]([O:40][BH-:41]([O:42][C:43](=[O:44])[CH3:45])[O:46][C:47](=[O:48])[CH3:49])(=[O:50])[CH3:51].[CH2:34]1[CH2:35][CH2:36][NH:37][CH2:38]1.[CH3:1][C:2]1([CH3:29])[S:3](=[O:27])(=[O:28])[CH2:4][CH2:5][CH:6]([c:8]2[cH:9][nH:10][c:11]3[c:12]([C:24](=[O:25])[NH2:26])[cH:13][c:14](-[c:17]4[cH:18][s:19][c:20]([CH:22]=[O:23])[cH:21]4)[cH:15][c:16]23)[CH2:7]1.[CH3:30][C:31](=[O:32])[OH:33].[CH3:53][S:54](=[O:55])[CH3:56].[Na+:52]>>[CH3:1][C:2]1([CH3:29])[S:3](=[O:27])(=[O:28])[CH2:4][CH2:5][CH:6]([c:8]2[cH:9][nH:10][c:11]3[c:12]([C:24](=[O:25])[NH2:26])[cH:13][c:14](-[c:17]4[cH:18][s:19][c:20]([CH2:22][N:37]5[CH2:36][CH2:35][CH2:34][CH2:38]5)[cH:21]4)[cH:15][c:16]23)[CH2:7]1. Starting materials: CC(=O)O[BH-](OC(C)=O)OC(C)=O, C1CCNC1, CC1(C)CC(c2c[nH]c3c(C(N)=O)cc(-c4csc(C=O)c4)cc23)CCS1(=O)=O, CC(=O)O, CS(C)=O, [Na+]. Yields the product CC1(C)CC(c2c[nH]c3c(C(N)=O)cc(-c4csc(CN5CCCC5)c4)cc23)CCS1(=O)=O. RXN SMILES: [BH4-:1].[CH:3]([CH3:4])([CH3:5])[Si:6]([O:7][CH2:8][CH2:9][c:10]1[cH:11][c:12]([CH:13]=[O:14])[cH:15][cH:16][cH:17]1)([CH:18]([CH3:19])[CH3:20])[CH:21]([CH3:22])[CH3:23].[Na+:2].[O:24]1[CH2:25][CH2:26][CH2:27][CH2:28]1.[OH2:29]>>[CH:3]([CH3:4])([CH3:5])[Si:6]([O:7][CH2:8][CH2:9][c:10]1[cH:11][c:12]([CH2:13][OH:14])[cH:15][cH:16][cH:17]1)([CH:18]([CH3:19])[CH3:20])[CH:21]([CH3:22])[CH3:23]. The reactants are [BH4-], CC(C)[Si](OCCc1cccc(C=O)c1)(C(C)C)C(C)C, [Na+], C1CCOC1, O. Product: CC(C)[Si](OCCc1cccc(CO)c1)(C(C)C)C(C)C. Reaction SMILES: [C:1]([CH3:2])([CH3:3])([CH3:4])[c:5]1[cH:6][cH:7][c:8]([S:11](=[O:12])(=[O:13])[N:14]([c:15]2[cH:16][cH:17][c:18]([CH3:21])[cH:19][cH:20]2)[CH2:22][C:23](=[O:24])[OH:25])[cH:9][cH:10]1.[CH2:26]([CH3:27])[NH:28][CH2:29][c:30]1[cH:31][cH:32][c:33]([N:36]([CH3:37])[CH3:38])[cH:34][cH:35]1>>[C:1]([CH3:2])([CH3:3])([CH3:4])[c:5]1[cH:6][cH:7][c:8]([S:11](=[O:12])(=[O:13])[N:14]([c:15]2[cH:16][cH:17][c:18]([CH3:21])[cH:19][cH:20]2)[CH2:22][C:23](=[O:25])[N:28]([CH2:26][CH3:27])[CH2:29][c:30]2[cH:31][cH:32][c:33]([N:36]([CH3:37])[CH3:38])[cH:34][cH:35]2)[cH:9][cH:10]1. Product: CCN(Cc1ccc(N(C)C)cc1)C(=O)CN(c1ccc(C)cc1)S(=O)(=O)c1ccc(C(C)(C)C)cc1. The reactants are Cc1ccc(N(CC(=O)O)S(=O)(=O)c2ccc(C(C)(C)C)cc2)cc1, CCNCc1ccc(N(C)C)cc1.